describe an organic reaction: reactants, conditions, products, and yield From a dataset of the Open Reaction Database (ORD), a public repository of structured organic reaction records. Starting materials: O[C@@H]1C[C@H](NC1)C(=O)O (trans-4-hydroxy-L-proline), [OH-].[Na+] (sodium hydroxide), C(OCC=C)(=O)Cl (allyl chlorocarbonate). The solvent is O (water), C(Cl)Cl (methylene chloride). Run at time 2 hour. The product is C(C=C)OC(=O)N1[C@H](C(=O)O)C[C@H](C1)O (trans-1-allyloxycarbonyl-4-hydroxyl-L-proline). The yield is 95.2%. As a reaction SMILES: [OH:1][C@H:2]1[CH2:6][NH:5][C@H:4]([C:7]([OH:9])=[O:8])[CH2:3]1.[OH-].[Na+].[C:12](Cl)(=[O:17])[O:13][CH2:14][CH:15]=[CH2:16]>O.C(Cl)Cl>[CH2:14]([O:13][C:12]([N:5]1[CH2:6][C@H:2]([OH:1])[CH2:3][C@H:4]1[C:7]([OH:9])=[O:8])=[O:17])[CH:15]=[CH2:16] |f:1.2|. Reported procedure: To a solution of trans-4-hydroxy-L-proline (35.9 g) and sodium hydroxide (23.9 g) in water (330 ml) was added dropwise a solution of allyl chlorocarbonate (36.3 g) in methylene chloride (250 ml) under ice-cooling, and stirring was continued for 2 hours. Aqueous layer was separated from the reaction mixture, washed twice each with methylene chloride (100 ml), and then acidified by adding concentrated sulfuric acid (25 g) dropwise at a temperature below 30° C. After adding table salt (120 g), the ... Reactants: CC(C)CCBr, O=C([O-])[O-], CCCCCCCNC(=O)N(C)c1cccc(-c2ccc(CCC(=O)OC)cc2O)c1, CCC(C)=O, [I-], [K+], [K+], [Na+]. The product is CCCCCCCNC(=O)N(C)c1cccc(-c2ccc(CCC(=O)OC)cc2OCCC(C)C)c1. RXN SMILES: [Br:32][CH2:33][CH2:34][CH:35]([CH3:36])[CH3:37].[C:38](=[O:39])([O-:40])[O-:41].[CH2:1]([CH2:2][CH2:3][CH2:4][CH2:5][CH2:6][CH3:7])[NH:8][C:9]([N:10]([CH3:11])[c:12]1[cH:13][c:14](-[c:18]2[c:19]([OH:30])[cH:20][c:21]([CH2:24][CH2:25][C:26](=[O:27])[O:28][CH3:29])[cH:22][cH:23]2)[cH:15][cH:16][cH:17]1)=[O:31].[CH2:46]([C:47]([CH3:48])=[O:49])[CH3:50].[I-:45].[K+:42].[K+:43].[Na+:44]>>[CH2:1]([CH2:2][CH2:3][CH2:4][CH2:5][CH2:6][CH3:7])[NH:8][C:9]([N:10]([CH3:11])[c:12]1[cH:13][c:14](-[c:18]2[c:19]([O:30][CH2:33][CH2:34][CH:35]([CH3:36])[CH3:37])[cH:20][c:21]([CH2:24][CH2:25][C:26](=[O:27])[O:28][CH3:29])[cH:22][cH:23]2)[cH:15][cH:16][cH:17]1)=[O:31].